From a dataset of the Open Reaction Database (ORD), a public repository of structured organic reaction records. describe an organic reaction: reactants, conditions, products, and yield Reactants: CC(Br)Br, Cc1ccccc1Br, [Cl-], O=C1CCN(CCCc2noc3cc(F)ccc23)CC1, [Mg], [NH4+], C1CCOC1. Yields the product Cl, Cc1ccccc1C1(O)CCN(CCCc2noc3cc(F)ccc23)CC1. Reaction SMILES: [Br:2][CH:3]([Br:4])[CH3:5].[Br:6][c:7]1[c:8]([CH3:13])[cH:9][cH:10][cH:11][cH:12]1.[Cl-:34].[F:14][c:15]1[cH:16][c:17]2[c:18]([c:19]([CH2:22][CH2:23][CH2:24][N:25]3[CH2:26][CH2:27][C:28](=[O:31])[CH2:29][CH2:30]3)[n:20][o:21]2)[cH:32][cH:33]1.[Mg:1].[NH4+:35].[O:36]1[CH2:37][CH2:38][CH2:39][CH2:40]1>>[ClH:34].[c:7]1([C:28]2([OH:31])[CH2:27][CH2:26][N:25]([CH2:24][CH2:23][CH2:22][c:19]3[c:18]4[c:17]([cH:16][c:15]([F:14])[cH:33][cH:32]4)[o:21][n:20]3)[CH2:30][CH2:29]2)[c:8]([CH3:13])[cH:9][cH:10][cH:11][cH:12]1. Reactants: CCCC[N+](CCCC)(CCCC)CCCC.[F-] (TBAF), NC1=C(C(=O)C2=NC=C(C=C2N(S(=O)(=O)C2=CC(=C(C=C2)Cl)C(F)(F)F)COC)Cl)C=CC=C1 (N-[2-(2-amino-benzoyl)-5-chloro-pyridin-3-yl]-4-chloro-N-methoxymethyl-3-trifluoromethyl-benzenesulfonamide), CS(=O)(=O)Cl (methanesulfonyl chloride), Cl (HCl), Cl (HCl). Solvent: N1=CC=CC=C1 (pyridine). Conditions: time 3.5 hour. Product: ClC1=C(C=C(C=C1)S(=O)(=O)N(COC)C=1C(=NC=C(C1)Cl)C(C1=C(C=CC=C1)NS(=O)(=O)C)=O)C(F)(F)F (4-chloro-N-[5-chloro-2-(2-methanesulfonylamino-benzoyl)-pyridin-3-yl]-N-methoxymethyl-3-trifluoromethyl-benzenesulfonamide). Reaction SMILES: [NH2:1][C:2]1[CH:34]=[CH:33][CH:32]=[CH:31][C:3]=1[C:4]([C:6]1[C:11]([N:12]([CH2:27][O:28][CH3:29])[S:13]([C:16]2[CH:21]=[CH:20][C:19]([Cl:22])=[C:18]([C:23]([F:26])([F:25])[F:24])[CH:17]=2)(=[O:15])=[O:14])=[CH:10][C:9]([Cl:30])=[CH:8][N:7]=1)=[O:5].[CH3:35][S:36](Cl)(=[O:38])=[O:37].Cl.CCCC[N+](CCCC)(CCCC)CCCC.[F-]>N1C=CC=CC=1>[Cl:22][C:19]1[CH:20]=[CH:21][C:16]([S:13]([N:12]([C:11]2[C:6]([C:4](=[O:5])[C:3]3[CH:31]=[CH:32][CH:33]=[CH:34][C:2]=3[NH:1][S:36]([CH3:35])(=[O:38])=[O:37])=[N:7][CH:8]=[C:9]([Cl:30])[CH:10]=2)[CH2:27][O:28][CH3:29])(=[O:15])=[O:14])=[CH:17][C:18]=1[C:23]([F:26])([F:25])[F:24] |f:3.4|. Reported procedure: To a stirred suspension of N-[2-(2-amino-benzoyl)-5-chloro-pyridin-3-yl]-4-chloro-N-methoxymethyl-3-trifluoromethyl-benzenesulfonamide in pyridine (1 mL) was added methanesulfonyl chloride (26 mg, 0.226 mmol). After 2 h the reaction mixture was poured into 1 M HCl and the aqueous portions were subsequently extracted with EtOAc. The combined extracts were dried and concentrated under reduced pressure. The resulting residue was dissolved in THF (5 mL), treated with TBAF (1 M in THF, 200 μL, 0.200 ...